describe an organic reaction: reactants, conditions, products, and yield From a dataset of the Open Reaction Database (ORD), a public repository of structured organic reaction records. Reactants: CN1CCC(N2CCc3ccc([N+](=O)[O-])cc32)CC1, CO. Yields the product CN1CCC(N2CCc3ccc(N)cc32)CC1. RXN SMILES: [CH3:1][N:2]1[CH2:3][CH2:4][CH:5]([N:8]2[CH2:9][CH2:10][c:11]3[cH:12][cH:13][c:14]([N+:17]([O-:18])=[O:19])[cH:15][c:16]32)[CH2:6][CH2:7]1.[CH3:20][OH:21]>>[CH3:1][N:2]1[CH2:3][CH2:4][CH:5]([N:8]2[CH2:9][CH2:10][c:11]3[cH:12][cH:13][c:14]([NH2:17])[cH:15][c:16]32)[CH2:6][CH2:7]1. The reactants are C(N)(=O)C(C1=CC=CC=C1)(C1=CC=CC=C1)C1CNCC1 (3-(R,S)-(1-carbamoyl-1,1-diphenylmethyl)pyrrolidine), O(C1=CC=CC=C1)CCBr (2-phenoxyethyl bromide), C([O-])([O-])=O.[K+].[K+] (potassium carbonate), C(C)#N (acetonitrile). The solvent is O (water). Yields the product C(N)(=O)C(C1=CC=CC=C1)(C1=CC=CC=C1)C1CN(CC1)CCOC1=CC=CC=C1 (3-(R,S)-(1-carbamoyl-1,1-diphenylmethyl)-1-(2-phenoxyethyl)pyrrolidine). Reaction SMILES: [C:1]([C:4]([CH:17]1[CH2:21][CH2:20][NH:19][CH2:18]1)([C:11]1[CH:16]=[CH:15][CH:14]=[CH:13][CH:12]=1)[C:5]1[CH:10]=[CH:9][CH:8]=[CH:7][CH:6]=1)(=[O:3])[NH2:2].[O:22]([CH2:29][CH2:30]Br)[C:23]1[CH:28]=[CH:27][CH:26]=[CH:25][CH:24]=1.C(=O)([O-])[O-].[K+].[K+].C(#N)C>O>[C:1]([C:4]([CH:17]1[CH2:21][CH2:20][N:19]([CH2:30][CH2:29][O:22][C:23]2[CH:28]=[CH:27][CH:26]=[CH:25][CH:24]=2)[CH2:18]1)([C:11]1[CH:12]=[CH:13][CH:14]=[CH:15][CH:16]=1)[C:5]1[CH:10]=[CH:9][CH:8]=[CH:7][CH:6]=1)(=[O:3])[NH2:2] |f:2.3.4|. Procedure details: A mixture containing 3-(R,S)-(1-carbamoyl-1,1-diphenylmethyl)pyrrolidine (0.25 g--see Preparation 8), 2-phenoxyethyl bromide (0.18 g), anhydrous potassium carbonate (0.3 g) and acetonitrile (10 ml) was heated under reflux for 1.5 hours. On cooling to room temperature, water (60 ml) was added and the mixture extracted with dichloromethane (3×50 ml). The combined dichloromethane extracts were dried (MgSO4) and concentrated vacuo to give a foam which was purified by column chromatography on silica ... The reactants are [BH4-], CC(C)O, ClCCl, O=Cc1ccc(F)cc1, CC(C)(C)OC(=O)NCc1ccc(CN)cc1, [Na+]. The product is CC(C)(C)OC(=O)NCc1ccc(CNCc2ccc(F)cc2)cc1. Reaction SMILES: [BH4-:30].[CH3:32][CH:33]([OH:34])[CH3:35].[Cl:10][CH2:11][Cl:12].[F:1][c:2]1[cH:3][cH:4][c:5]([CH:6]=[O:7])[cH:8][cH:9]1.[NH2:13][CH2:14][c:15]1[cH:16][cH:17][c:18]([CH2:19][NH:20][C:21]([O:22][C:23]([CH3:24])([CH3:25])[CH3:26])=[O:27])[cH:28][cH:29]1.[Na+:31]>>[F:1][c:2]1[cH:3][cH:4][c:5]([CH2:6][NH:13][CH2:14][c:15]2[cH:16][cH:17][c:18]([CH2:19][NH:20][C:21]([O:22][C:23]([CH3:24])([CH3:25])[CH3:26])=[O:27])[cH:28][cH:29]2)[cH:8][cH:9]1. Reactants: ClC=1C=C2C=C(NC2=CC1)C(=O)N[C@H]1C(NC2=CC=CC=C2C1)=O ((R)-3-(5-chloroindole-2-carbonylamino)-3,4-dihydrocarbostyril), ClC=1C=C2C=C(NC2=CC1)C(=O)N[C@@H]1C(N(C2=CC=CC=C2C1)CC#N)=O ((S)-3-(5-chloroindole-2-carbonylamino)-1-cyanomethyl-3,4-dihydrocarbostyril), ClC=1C=C2C=C(NC2=CC1)C(=O)N[C@@H]1C(NC2=CC=CC=C2C1)=O ((S)-3-(5-chloroindole-2-carbonylamino)-3,4-dihydrocarbostyril). Yields the product ClC=1C=C2C=C(NC2=CC1)C(=O)N[C@H]1C(N(C2=CC=CC=C2C1)CC#N)=O ((R)-3-(5-chloroindole-2-carbonylamino)-1-cyanomethyl-3,4-dihydrocarbostyril). RXN SMILES: ClC1C=C2C(=CC=1)NC(C(N[C@@H]1CC3C(=CC=CC=3)NC1=O)=O)=C2.[Cl:25][C:26]1[CH:27]=[C:28]2[C:32](=[CH:33][CH:34]=1)[NH:31][C:30]([C:35]([NH:37][C@H:38]1[CH2:47][C:46]3[C:41](=[CH:42][CH:43]=[CH:44][CH:45]=3)[N:40]([CH2:48][C:49]#[N:50])[C:39]1=[O:51])=[O:36])=[CH:29]2.ClC1C=C2C(=CC=1)NC(C(N[C@H]1CC3C(=CC=CC=3)NC1=O)=O)=C2>>[Cl:25][C:26]1[CH:27]=[C:28]2[C:32](=[CH:33][CH:34]=1)[NH:31][C:30]([C:35]([NH:37][C@@H:38]1[CH2:47][C:46]3[C:41](=[CH:42][CH:43]=[CH:44][CH:45]=3)[N:40]([CH2:48][C:49]#[N:50])[C:39]1=[O:51])=[O:36])=[CH:29]2. Procedure details: The title compound was prepared from (R)-3-(5-chloroindole-2-carbonylamino)-3,4-dihydrocarbostyril (Example 3) by the procedures described for the preparation of (S)-3-(5-chloroindole-2-carbonylamino)-1-cyanomethyl-3,4-dihydrocarbostyril (Example 17) from (S)-3-(5-chloroindole-2-carbonylamino)-3,4-dihydrocarbostyril. HPLC/MS [M+H]+, 379. Reactants: C(C1=CC=CC=C1)OC(CO)CO (2-O-benzylglycerol), C[C@H](CCCC(C)C)[C@H]1CCC2[C@@]1(CCC3C2CC=C4[C@@]3(CCC(C4)OC(=O)Cl)C)C (cholesteryl chloroformate), Cl (HCl). Solvent: C(Cl)Cl (methylene chloride), N1=CC=CC=C1 (pyridine), O (water), C(Cl)Cl (methylene chloride). Yields the product C(C1=CC=CC=C1)OC(CCl)CO ((RS)-2-(benzyloxy)-3-hydroxypropyl chloride). Yield: 135.4%. RXN SMILES: C[C@@H]([C@@H]1[C@@]2(C)CCC3[C@@]4(C)CCC(OC([Cl:29])=O)CC4=CCC3C2CC1)CCCC(C)C.[CH2:32]([O:39][CH:40]([CH2:43][OH:44])[CH2:41]O)[C:33]1[CH:38]=[CH:37][CH:36]=[CH:35][CH:34]=1.Cl>C(Cl)Cl.N1C=CC=CC=1.O>[CH2:32]([O:39][CH:40]([CH2:43][OH:44])[CH2:41][Cl:29])[C:33]1[CH:38]=[CH:37][CH:36]=[CH:35][CH:34]=1. Reported procedure: A solution of 10.2 g of cholesteryl chloroformate in 130 ml of methylene chloride is treated under argon while stirring with 4.6 g of 2-O-benzylglycerol in 120 ml of methylene chloride and 2 ml of pyridine, taken up in 500 ml of water and 50 ml of 1N HCl after 1 hour and extracted with methylene chloride. The organic phase is dried and concentrated at 50° C. After chromatography over SiO2 with n-hexane:ether (1:1) there are obtained 6.17 g of (RS)-2-(benzyloxy)-3-hydroxypropyl chloride 5-en-3β-y... Starting materials: C(C)CC(C)(C)OC1=CC=C(C=C1)CCN=[N+]=[N-] (ethyl 2-[4-(2-azidoethyl)phenoxy]-2-methylpropane), ethyl acetate petroleum ether. Reagents/catalysts: [Pd] (Pd/C). The solvent is CO (methanol). The product is C(C)CC(C)(C)OC1=CC=C(C=C1)CCN (ethyl 2-[4-(2-aminoethyl)phenoxy]-2-methylpropane). Yield: 76.8%. As a reaction SMILES: [CH2:1]([CH2:3][C:4]([O:7][C:8]1[CH:13]=[CH:12][C:11]([CH2:14][CH2:15][N:16]=[N+]=[N-])=[CH:10][CH:9]=1)([CH3:6])[CH3:5])[CH3:2]>CO.[Pd]>[CH2:1]([CH2:3][C:4]([O:7][C:8]1[CH:9]=[CH:10][C:11]([CH2:14][CH2:15][NH2:16])=[CH:12][CH:13]=1)([CH3:5])[CH3:6])[CH3:2]. Procedure: Pd/C at 10% (16 mg) is added to a solution of ethyl 2-[4-(2-azidoethyl)phenoxy]-2-methylpropane (784 mg, 2.89 mM) in methanol (42 ml) and the suspension is maintained in agitation for the whole night at a pressure of 5 atmospheres of H2 at room temperature until the substrate disappears [TLC (silica gel; mobile phase: ethyl acetate/petroleum ether=2:8)]. The mixture is filtered to remove the catalyst and the solvent is removed at reduced pressure. 539 mg of ethyl 2-[4-(2-aminoethyl)phenoxy]-2-me... Procedure: At 0°-5° C., 1.2 g of a sodium hydride dispersion (80 %) are added in portions to a solution of 8.6 g of 4-hydroxy-pyrazolidine-N,N'-dicarboxylic acid di-tert-butyl ester in 90 ml of N,N-dimethylformamide. After stiffing for 30 minutes at 0°-5° C., a solution of 2.5 ml of methyl iodide in 10 ml of N,N-dimethylformamide is added dropwise thereto. Stirring is then continued for 3 hours at 0°-5° C. and then 500 ml of diethyl ether are added thereto. The organic phase is washed with water, dried ove... Run in CN(C=O)C (N,N-dimethylformamide), CN(C=O)C (N,N-dimethylformamide). Yields the product C(C)(C)(C)OC(=O)N1N(CC(C1)OC)C(=O)OC(C)(C)C (4-methoxy-pyrazolidine-N,N'-dicarboxylic acid di-tert-butyl ester). Conditions: time 30 minute. As a reaction SMILES: [H-].[Na+].[C:3]([O:7][C:8]([N:10]1[CH2:14][CH:13]([OH:15])[CH2:12][N:11]1[C:16]([O:18][C:19]([CH3:22])([CH3:21])[CH3:20])=[O:17])=[O:9])([CH3:6])([CH3:5])[CH3:4].CI.[CH2:25](OCC)C>CN(C)C=O>[C:19]([O:18][C:16]([N:11]1[CH2:12][CH:13]([O:15][CH3:25])[CH2:14][N:10]1[C:8]([O:7][C:3]([CH3:6])([CH3:5])[CH3:4])=[O:9])=[O:17])([CH3:22])([CH3:21])[CH3:20] |f:0.1|. Reactants: CI (methyl iodide), C(C)OCC (diethyl ether), [H-].[Na+] (sodium hydride), C(C)(C)(C)OC(=O)N1N(CC(C1)O)C(=O)OC(C)(C)C (4-hydroxy-pyrazolidine-N,N'-dicarboxylic acid di-tert-butyl ester). Reactants: [Al+3], [Al+3], CC1Oc2cccc3nc4c(c(c23)NC1=O)CCCC4, CCOC(C)=O, [Cl-], [Cl-], [Cl-], [H-], [H-], [H-], [H-], [Li+], [Na+], C1CCOC1, [OH-]. The product is CC1CNc2c3c(nc4cccc(c24)O1)CCCC3. As a reaction SMILES: [Al+3:2].[Al+3:8].[CH3:11][CH:12]1[O:13][c:14]2[c:15]3[c:16]([c:20]4[c:25]([n:26][c:27]3[cH:28][cH:29][cH:30]2)[CH2:24][CH2:23][CH2:22][CH2:21]4)[NH:17][C:18]1=[O:19].[CH3:38][CH2:39][O:40][C:41](=[O:42])[CH3:43].[Cl-:10].[Cl-:7].[Cl-:9].[H-:1].[H-:4].[H-:5].[H-:6].[Li+:3].[Na+:32].[O:33]1[CH2:34][CH2:35][CH2:36][CH2:37]1.[OH-:31]>>[CH3:11][CH:12]1[O:13][c:14]2[c:15]3[c:16]([c:20]4[c:25]([n:26][c:27]3[cH:28][cH:29][cH:30]2)[CH2:24][CH2:23][CH2:22][CH2:21]4)[NH:17][CH2:18]1. Starting materials: N(=O)[O-].[Na+] (NaNO2), NC1=CC=C(C=C1)C1=C(C(C(O1)(C)C)=O)C1=CC=C(C=C1)OCC1=NC2=CC=CC=C2C=C1 (5-(4-aminophenyl)-2,2-dimethyl-4-(4-(quinolin-2-ylmethoxy)phenyl)furan-3(2H)-one), Cl (HCl). The solvent is O (water), O (water), C(C)#N (ACN), O (H2O). Conditions: temperature 0 celsius, time 10 minute. Yields the product CC1(OC(=C(C1=O)C1=CC=C(C=C1)OCC1=NC2=CC=CC=C2C=C1)C1=CC=CC=C1)C (2,2-dimethyl-5-phenyl-4-(4-(quinolin-2-ylmethoxy)phenyl)furan-3(2H)-one). Isolated yield 23.7%. RXN SMILES: N[C:2]1[CH:7]=[CH:6][C:5]([C:8]2[O:12][C:11]([CH3:14])([CH3:13])[C:10](=[O:15])[C:9]=2[C:16]2[CH:21]=[CH:20][C:19]([O:22][CH2:23][C:24]3[CH:33]=[CH:32][C:31]4[C:26](=[CH:27][CH:28]=[CH:29][CH:30]=4)[N:25]=3)=[CH:18][CH:17]=2)=[CH:4][CH:3]=1.Cl.N([O-])=O.[Na+]>C(#N)C.O>[CH3:13][C:11]1([CH3:14])[C:10](=[O:15])[C:9]([C:16]2[CH:17]=[CH:18][C:19]([O:22][CH2:23][C:24]3[CH:33]=[CH:32][C:31]4[C:26](=[CH:27][CH:28]=[CH:29][CH:30]=4)[N:25]=3)=[CH:20][CH:21]=2)=[C:8]([C:5]2[CH:6]=[CH:7][CH:2]=[CH:3][CH:4]=2)[O:12]1 |f:2.3|. Procedure: To a stirred solution of 5-(4-aminophenyl)-2,2-dimethyl-4-(4-(quinolin-2-ylmethoxy)phenyl)furan-3(2H)-one (80 mg, 0.18 mmol) in ACN: H2O (6 mL, 1:1) was added conc HCl (0.2 mL) at 0° C. under N2 atmosphere. The reaction mixture was stirred at 0° C. for 10 min. After being stirred for 5 min then added NaNO2 in water and stirred for 40 min at 0° C. The reaction mixture was stirred at 70° C. for 2 h. After completion of starting material (by TLC), reaction mass was diluted with water and extracted ... Starting materials: S(=O)(=O)(C1=CC=C(C)C=C1)OC1CCC2(OCCO2)CC1 (8-tosyloxy-1,4-dioxaspiro[4,5]decane), O1CCOC12CCC(CC2)=O (1,4-dioxaspiro[4,5]decan-8-one), [H-].[Na+] (Sodium hydride), O(C1=CC=CC=C1)C1=CC=C(C=C1)C1=CNC=2N=CN=C(C21)N (5-(4-phenoxyphenyl)-7H-pyrrolo[2,3-d]pyrimidin-4-ylamine), [H][H] (hydrogen). The solvent is CN(C=O)C (dimethylformamide). Conditions: temperature 120 celsius. The product is O(C1=CC=CC=C1)C1=CC=C(C=C1)C1=CN(C=2N=CN=C(C21)N)C2CCC1(OCCO1)CC2 (5-(4-phenoxyphenyl)-7-(1,4-dioxaspiro[4,5]decan-8-yl)-7H-pyrrolo[2,3-d]pyrimidin-4-ylamine). Reaction SMILES: [H-].[Na+].[O:3]([C:10]1[CH:15]=[CH:14][C:13]([C:16]2[C:24]3[C:23]([NH2:25])=[N:22][CH:21]=[N:20][C:19]=3[NH:18][CH:17]=2)=[CH:12][CH:11]=1)[C:4]1[CH:9]=[CH:8][CH:7]=[CH:6][CH:5]=1.[H][H].S(O[CH:39]1[CH2:48][CH2:47][C:42]2([O:46][CH2:45][CH2:44][O:43]2)[CH2:41][CH2:40]1)(C1C=CC(C)=CC=1)(=O)=O.O1C2(CCC(=O)CC2)OCC1>CN(C)C=O>[O:3]([C:10]1[CH:11]=[CH:12][C:13]([C:16]2[C:24]3[C:23]([NH2:25])=[N:22][CH:21]=[N:20][C:19]=3[N:18]([CH:39]3[CH2:48][CH2:47][C:42]4([O:46][CH2:45][CH2:44][O:43]4)[CH2:41][CH2:40]3)[CH:17]=2)=[CH:14][CH:15]=1)[C:4]1[CH:9]=[CH:8][CH:7]=[CH:6][CH:5]=1 |f:0.1|. Reported procedure: Sodium hydride (0.26 g of a 60% dispersion in mineral oil) was added to a mixture of 5-(4-phenoxyphenyl)-7H-pyrrolo[2,3-d]pyrimidin-4-ylamine (1.94 g) in dimethylformamide 950 ml) at ambient temperature with stirring. The mixture was stirred until the evolution of hydrogen ceased and then 8-tosyloxy-1,4-dioxaspiro[4,5]decane (2.0 g, prepared as described in U.S. Pat. No. 4,360,531 from 1,4-dioxaspiro[4,5]decan-8-one, (which was prepared according to J. Med. Chem. 1992, 22460) was added. The mixt...